From a dataset of the Open Reaction Database (ORD), a public repository of structured organic reaction records. describe an organic reaction: reactants, conditions, products, and yield The reactants are C(C1=CC=CC=C1)OC=1C=C(C=CC1)C1=CN(C=2N=CN=C(C21)N)C2=CC=C(C=C2)OCCN2C=NC=C2 (5-(3-benzyloxyphenyl)-7-[4-(2-(1-imidazolyl)ethoxy)phenyl]-4-aminopyrrolo[2,3-d]-pyrimidine), [H][H] (hydrogen). The reagents and catalysts are [Pd] (palladium/carbon). Run in CO (methanol). The product is OC=1C=C(C=CC1)C1=CN(C=2N=CN=C(C21)N)C2=CC=C(C=C2)OCCN2C=NC=C2 (5-(3-Hydroxyphenyl)-7-[4-(2-(1-imidazolyl)ethoxy)phenyl]-4-aminopyrrolo-[2,3-d]pyrimidine). Reaction SMILES: C([O:8][C:9]1[CH:10]=[C:11]([C:15]2[C:23]3[C:22]([NH2:24])=[N:21][CH:20]=[N:19][C:18]=3[N:17]([C:25]3[CH:30]=[CH:29][C:28]([O:31][CH2:32][CH2:33][N:34]4[CH:38]=[CH:37][N:36]=[CH:35]4)=[CH:27][CH:26]=3)[CH:16]=2)[CH:12]=[CH:13][CH:14]=1)C1C=CC=CC=1.[H][H]>CO.[Pd]>[OH:8][C:9]1[CH:10]=[C:11]([C:15]2[C:23]3[C:22]([NH2:24])=[N:21][CH:20]=[N:19][C:18]=3[N:17]([C:25]3[CH:26]=[CH:27][C:28]([O:31][CH2:32][CH2:33][N:34]4[CH:38]=[CH:37][N:36]=[CH:35]4)=[CH:29][CH:30]=3)[CH:16]=2)[CH:12]=[CH:13][CH:14]=1. Reported procedure: 1.7 g of 5-(3-benzyloxyphenyl)-7-[4-(2-(1-imidazolyl)ethoxy)phenyl]-4-aminopyrrolo[2,3-d]-pyrimidine are hydrogenated in a hydrogen atmosphere at normal pressure and about 40° C. for 24 h in 40 ml of methanol in the presence of 0.4 g of 5% palladium/carbon. After filtration through Celite and chromatography on silica gel (methylene chloride/methanol containing 5% of about 5N ammonia in methanol 9:1), 5-(3-hydroxyphenyl)-7-[4-(2-(1-imidazolyl)ethoxy)phenyl]-4-aminopyrrolo[2,3-d]pyrimidine having ... Yields the product ClC=1C=C(C=CC1OCCC1=CC=CC=C1)N(C(N(C)C)=O)C (3-[3-chloro-4-(phenethyloxy)phenyl]-1,1,3-trimethylurea). The solvent is C1CCOC1 (THF). Reaction conditions: time 2 hour. Reaction SMILES: [H-].[Na+].[Cl:3][C:4]1[CH:5]=[C:6]([NH:19][C:20](=[O:24])[N:21]([CH3:23])[CH3:22])[CH:7]=[CH:8][C:9]=1[O:10][CH2:11][CH2:12][C:13]1[CH:18]=[CH:17][CH:16]=[CH:15][CH:14]=1.[H][H].[CH3:27]I>C1COCC1>[Cl:3][C:4]1[CH:5]=[C:6]([N:19]([CH3:27])[C:20](=[O:24])[N:21]([CH3:23])[CH3:22])[CH:7]=[CH:8][C:9]=1[O:10][CH2:11][CH2:12][C:13]1[CH:18]=[CH:17][CH:16]=[CH:15][CH:14]=1 |f:0.1|. The reactants are CI (methyl iodide), [H-].[Na+] (sodium hydride), [H][H] (Hydrogen), ClC=1C=C(C=CC1OCCC1=CC=CC=C1)NC(N(C)C)=O (3-[3-chloro-4-(phenethyloxy)phenyl]-1,1-dimethylurea). Procedure details: A mixture of sodium hydride (0.48 g; 0.01 mol-as 50% dispersion in oil) and THF (25 ml) is prepared and maintained under a nitrogen atmosphere. Then 3-[3-chloro-4-(phenethyloxy)phenyl]-1,1-dimethylurea (3.19 g; 0.01 mol) is added to the above mixture. Hydrogen is evolved and a thick paste forms. After about 15 minutes methyl iodide (1.4 g; 0.01 mol) is added and the reaction mixture stirred for two hours at room temperature. After two hours reaction time the paste redissolves. Next, most of the ... Starting materials: CSC(=N)c1cccs1, CCO, I, CC(C)(C)OC(=O)N1CCC(c2c[nH]c3ccc(N)cc23)CC1. The product is CC(C)(C)OC(=O)N1CCC(c2c[nH]c3ccc(NC(=N)c4cccs4)cc23)CC1. RXN SMILES: [CH3:25][S:26][C:27](=[NH:28])[c:29]1[s:30][cH:31][cH:32][cH:33]1.[CH3:34][CH2:35][OH:36].[IH:24].[NH2:1][c:2]1[cH:3][c:4]2[c:5]([CH:11]3[CH2:12][CH2:13][N:14]([C:17](=[O:18])[O:19][C:20]([CH3:21])([CH3:22])[CH3:23])[CH2:15][CH2:16]3)[cH:6][nH:7][c:8]2[cH:9][cH:10]1>>[NH:1]([c:2]1[cH:3][c:4]2[c:5]([CH:11]3[CH2:12][CH2:13][N:14]([C:17](=[O:18])[O:19][C:20]([CH3:21])([CH3:22])[CH3:23])[CH2:15][CH2:16]3)[cH:6][nH:7][c:8]2[cH:9][cH:10]1)[C:27](=[NH:28])[c:29]1[s:30][cH:31][cH:32][cH:33]1. Starting materials: CCCC[N+](CCCC)(CCCC)CCCC, COc1ccc(CO)cc1, [I-], Nc1ccnc(Cl)c1, [Na+], [OH-]. Yields the product COc1ccc(COc2cc(N)ccn2)cc1. RXN SMILES: [CH2:22]([N+:23]([CH2:24][CH2:25][CH2:26][CH3:27])([CH2:28][CH2:29][CH2:30][CH3:31])[CH2:32][CH2:33][CH2:34][CH3:35])[CH2:36][CH2:37][CH3:38].[CH3:9][O:10][c:11]1[cH:12][cH:13][c:14]([CH2:15][OH:16])[cH:17][cH:18]1.[I-:21].[NH2:1][c:2]1[cH:3][c:4]([Cl:8])[n:5][cH:6][cH:7]1.[Na+:20].[OH-:19]>>[NH2:1][c:2]1[cH:3][c:4]([O:16][CH2:15][c:14]2[cH:13][cH:12][c:11]([O:10][CH3:9])[cH:18][cH:17]2)[n:5][cH:6][cH:7]1. The reactants are CC(C)(C)OC(=O)NC(C(=O)N1CCC(O)(c2ccccc2)CC1)C(C)(C)C, OCC(F)(F)F. Yields the product CC(C)(C)C(N)C(=O)N1CCC(O)(c2ccccc2)CC1. Reaction SMILES: [C:1]([O:2][C:3](=[O:4])[NH:7][CH:8]([C:9]([CH3:10])([CH3:11])[CH3:12])[C:13](=[O:14])[N:15]1[CH2:16][CH2:17][C:18]([c:21]2[cH:22][cH:23][cH:24][cH:25][cH:26]2)([OH:27])[CH2:19][CH2:20]1)([CH3:5])([CH3:6])[CH3:28].[OH:29][CH2:30][C:31]([F:32])([F:33])[F:34]>>[NH2:7][CH:8]([C:9]([CH3:10])([CH3:11])[CH3:12])[C:13](=[O:14])[N:15]1[CH2:16][CH2:17][C:18]([c:21]2[cH:22][cH:23][cH:24][cH:25][cH:26]2)([OH:27])[CH2:19][CH2:20]1.